From a dataset of the Open Reaction Database (ORD), a public repository of structured organic reaction records. describe an organic reaction: reactants, conditions, products, and yield Reactants: [OH-].[Na+] (sodium hydroxide), CN1CCN(CC1)C1=C2C=C(NC2=CC=C1)C (4-methyl-1-(2-methyl-1H-indol-4-yl)piperazine), O(Cl)Cl (oxychloride), CN(C=O)C (N,N-dimethylformamide), CN(C=O)C (N,N-dimethylformamide). Run at time 2 hour. Yields the product C(=O)C1=C(NC2=CC=CC(=C12)N1CCN(CC1)C)C (1-(3-Formyl-2-methyl-1H-indol-4-yl)-4-methylpiperazine). Isolated yield 22.0%. As a reaction SMILES: [CH3:1][N:2]1[CH2:7][CH2:6][N:5]([C:8]2[CH:16]=[CH:15][CH:14]=[C:13]3[C:9]=2[CH:10]=[C:11]([CH3:17])[NH:12]3)[CH2:4][CH2:3]1.O(Cl)Cl.[OH-].[Na+].CN(C)[CH:25]=[O:26]>>[CH:25]([C:10]1[C:9]2[C:13](=[CH:14][CH:15]=[CH:16][C:8]=2[N:5]2[CH2:4][CH2:3][N:2]([CH3:1])[CH2:7][CH2:6]2)[NH:12][C:11]=1[CH3:17])=[O:26] |f:2.3|. Reported procedure: To a stirred solution of 4-methyl-1-(2-methyl-1H-indol-4-yl)piperazine (0.247 g, 1.08 mmol) in anhydrous N,N-dimethylformamide (1 mL) at 0° C. was added dropwise a solution of phorsphorus oxychloride (0.16 g, 1.04 mmol) in anhydrous N,N-dimethylformamide (1 mL). The resulting reaction solution was stirred at room temperature under nitrogen for 2 hours. An aqueous solution of sodium hydroxide (10% by weight, 3 mL) was then added, and the resulting solution was stirred at room temperature under ni... Starting materials: FC(C(CC(C(F)(F)F)=O)=O)(F)F (1,1,1,5,5,5-Hexafluoro-2,4-pentanedione), ClC1=C(C(=CC(=C1)[N+](=O)[O-])Cl)NN (2,6-dichloro-4-nitrophenylhydrazine). The solvent is CO (methanol). Conditions: time 8 hour. Product: FC(C1=NN(C(=C1)C(F)(F)F)C1=C(C=C(C=C1Cl)[N+](=O)[O-])Cl)(F)F (3,5-bis(trifluoromethyl)-1-(2,6-dichloro-4-nitrophenyl)pyrazole). RXN SMILES: [F:1][C:2]([F:13])([F:12])[C:3](=O)[CH2:4][C:5](=O)[C:6]([F:9])([F:8])[F:7].[Cl:14][C:15]1[CH:20]=[C:19]([N+:21]([O-:23])=[O:22])[CH:18]=[C:17]([Cl:24])[C:16]=1[NH:25][NH2:26]>CO>[F:1][C:2]([F:13])([F:12])[C:3]1[CH:4]=[C:5]([C:6]([F:9])([F:8])[F:7])[N:25]([C:16]2[C:17]([Cl:24])=[CH:18][C:19]([N+:21]([O-:23])=[O:22])=[CH:20][C:15]=2[Cl:14])[N:26]=1. Reported procedure: 1,1,1,5,5,5-Hexafluoro-2,4-pentanedione (0.56 g, 2.70 mmol) is added to a solution of 2,6-dichloro-4-nitrophenylhydrazine (0.30 g, 2.35 mmol) in 20 ml of methanol chilled in an ice bath. The mixture is stirred overnight at RT, after which the methanol is removed in vacuo. The residue is dissolved in toluene and a catalytic amount of p-toluenesulfonic acid (pTSOH) added. The mixture is heated under reflux and stirred for 2 hours, after which it is allowed to cool to RT and the solvent is removed ...